This data is from the Open Reaction Database (ORD), a public repository of structured organic reaction records. The task is: describe an organic reaction: reactants, conditions, products, and yield Reactants: [Br-], CCCC[N+](CCCC)(CCCC)CCCC, CC(C)(C)CO, C[Si](C)(C)Cl. Yields the product CC(C)(C)CO[Si](C)(C)C. Reaction SMILES: [Br-:12].[CH2:13]([N+:14]([CH2:15][CH2:16][CH2:17][CH3:18])([CH2:19][CH2:20][CH2:21][CH3:22])[CH2:23][CH2:24][CH2:25][CH3:26])[CH2:27][CH2:28][CH3:29].[CH2:1]([C:2]([CH3:3])([CH3:4])[CH3:5])[OH:6].[CH3:7][Si:8]([Cl:9])([CH3:10])[CH3:11]>>[CH2:1]([C:2]([CH3:3])([CH3:4])[CH3:5])[O:6][Si:8]([CH3:7])([CH3:10])[CH3:11]. The reactants are ClC1=NC(=NC=C1C(F)(F)F)NC1=CC=C(CP(OCC)(OCC)=O)C=C1 (diethyl (4-{[4-chloro-5-(trifluoromethyl)pyrimidin-2-yl]amino}benzyl)phosphonate), NC1=C(C=CC=C1)C(=O)N1CCN(CC1)C ((2-aminophenyl)-(4-methylpiperazin-1-yl)methanone), ( 100 ). The product is CN1CCN(CC1)C(=O)C1=C(C=CC=C1)NC1=NC(=NC=C1C(F)(F)F)NC1=CC=C(CP(OCC)(OCC)=O)C=C1 (Diethyl (4-{[4-({2-[(4-methylpiperazin-1-yl)carbonyl]phenyl}amino)-5-(trifluoromethyl) pyrimidin-2-yl]amino}benzyl)phosphonate). RXN SMILES: Cl[C:2]1[C:7]([C:8]([F:11])([F:10])[F:9])=[CH:6][N:5]=[C:4]([NH:12][C:13]2[CH:27]=[CH:26][C:16]([CH2:17][P:18](=[O:25])([O:22][CH2:23][CH3:24])[O:19][CH2:20][CH3:21])=[CH:15][CH:14]=2)[N:3]=1.[NH2:28][C:29]1[CH:34]=[CH:33][CH:32]=[CH:31][C:30]=1[C:35]([N:37]1[CH2:42][CH2:41][N:40]([CH3:43])[CH2:39][CH2:38]1)=[O:36]>>[CH3:43][N:40]1[CH2:39][CH2:38][N:37]([C:35]([C:30]2[CH:31]=[CH:32][CH:33]=[CH:34][C:29]=2[NH:28][C:2]2[C:7]([C:8]([F:11])([F:10])[F:9])=[CH:6][N:5]=[C:4]([NH:12][C:13]3[CH:27]=[CH:26][C:16]([CH2:17][P:18](=[O:25])([O:19][CH2:20][CH3:21])[O:22][CH2:23][CH3:24])=[CH:15][CH:14]=3)[N:3]=2)=[O:36])[CH2:42][CH2:41]1. Procedure details: The title product was prepared according to the procedure for Example 102 using diethyl (4-{[4-chloro-5-(trifluoromethyl)pyrimidin-2-yl]amino}benzyl)phosphonate and the commercially available (2-aminophenyl)-(4-methylpiperazin-1-yl)methanone. MS (ES+): m/z 607.37 (100) [MH+]; HPLC: tR=0.66 min (UPLC, purity). Reactants: O=C([O-])[O-], Cc1ccccc1, N#Cc1ccc(Cl)nc1, [K+], [K+], NC(=O)c1ccc(O)cc1. The product is N#Cc1ccc(Oc2ccc(C(N)=O)cc2)nc1. Reaction SMILES: [C:20](=[O:21])([O-:22])[O-:23].[CH3:26][c:27]1[cH:28][cH:29][cH:30][cH:31][cH:32]1.[Cl:1][c:2]1[n:3][cH:4][c:5]([C:6]#[N:7])[cH:8][cH:9]1.[K+:24].[K+:25].[OH:10][c:11]1[cH:12][cH:13][c:14]([C:15](=[O:16])[NH2:17])[cH:18][cH:19]1>>[c:2]1([O:10][c:11]2[cH:12][cH:13][c:14]([C:15](=[O:16])[NH2:17])[cH:18][cH:19]2)[n:3][cH:4][c:5]([C:6]#[N:7])[cH:8][cH:9]1. The reactants are CN, CCO, S=C=Nc1ncc(Cl)cc1Cl, c1ccccc1. Yields the product CNC(=S)Nc1ncc(Cl)cc1Cl. Reaction SMILES: [CH3:12][NH2:13].[CH3:20][CH2:21][OH:22].[Cl:1][c:2]1[c:3]([N:9]=[C:10]=[S:11])[n:4][cH:5][c:6]([Cl:8])[cH:7]1.[cH:14]1[cH:15][cH:16][cH:17][cH:18][cH:19]1>>[Cl:1][c:2]1[c:3]([NH:9][C:10](=[S:11])[NH:13][CH3:12])[n:4][cH:5][c:6]([Cl:8])[cH:7]1. Reactants: TEA, OC1=CC=C(CN(C(C2=CC=C(C=C2)NC(CC2=CC=C(C=C2)OC)=O)=O)CC(=O)OC(C)(C)C)C=C1 (tert-butyl 2-(N-(4-hydroxybenzyl)-4-(2-(4-methoxyphenyl)acetamido)benzamido)acetate), CC1=CC=C(C=C1)C1=CC=C(C=C1)C(=O)O (4′-methyl-[1,1′-biphenyl]-4-carboxylic acid), C(C(=O)Cl)(=O)Cl (oxalyl chloride). Reagents/catalysts: CN(C)C=1C=CN=CC1 (DMAP), CN(C)C=O (DMF). Solvent: C(Cl)Cl (DCM), O (water), C(Cl)Cl (DCM), C(Cl)Cl (DCM). Conditions: time 1 hour. The product is COC1=CC=C(C=C1)CC(=O)NC1=CC=C(C(=O)N(CC2=CC=C(C=C2)OC(C2=CC=C(C=C2)CCCCCCCC)=O)CC(=O)O)C=C1 (2-(4-(2-(4-methoxyphenyl)acetamido)-N-(4-((4-octylbenzoyl)oxy)benzyl)benzamido)acetic acid). Yield: 19.0%. Reaction SMILES: C[C:2]1[CH:7]=[CH:6][C:5]([C:8]2[CH:13]=[CH:12][C:11]([C:14]([OH:16])=[O:15])=[CH:10][CH:9]=2)=[CH:4][CH:3]=1.[C:17](Cl)(=O)[C:18](Cl)=O.O[C:24]1[CH:59]=[CH:58][C:27]([CH2:28][N:29]([CH2:50][C:51]([O:53]C(C)(C)C)=[O:52])[C:30](=[O:49])[C:31]2[CH:36]=[CH:35][C:34]([NH:37][C:38](=[O:48])[CH2:39][C:40]3[CH:45]=[CH:44][C:43]([O:46][CH3:47])=[CH:42][CH:41]=3)=[CH:33][CH:32]=2)=[CH:26][CH:25]=1>C(Cl)Cl.CN(C=O)C.CN(C1C=CN=CC=1)C.O>[CH3:47][O:46][C:43]1[CH:42]=[CH:41][C:40]([CH2:39][C:38]([NH:37][C:34]2[CH:33]=[CH:32][C:31]([C:30]([N:29]([CH2:50][C:51]([OH:53])=[O:52])[CH2:28][C:27]3[CH:26]=[CH:25][C:24]([O:16][C:14](=[O:15])[C:11]4[CH:10]=[CH:9][C:8]([CH2:5][CH2:6][CH2:7][CH2:2][CH2:3][CH2:4][CH2:17][CH3:18])=[CH:13][CH:12]=4)=[CH:59][CH:58]=3)=[O:49])=[CH:36][CH:35]=2)=[O:48])=[CH:45][CH:44]=1. Reported procedure: Prepared using General Procedures 2 then 8: To a stirring solution of 4′-methyl-[1,1′-biphenyl]-4-carboxylic acid (334 mg, 1.57 mmol) in DCM (10 mL) were added DMF (5 drops) and oxalyl chloride (0.14 mL, 1.68 mmol). The reaction mixture was stirred at room temperature for 1 h. To this mixture was added a solution of tert-butyl 2-(N-(4-hydroxybenzyl)-4-(2-(4-methoxyphenyl)acetamido)benzamido)acetate INT-9 (750 mg, 1.31 mmol) and TEA (0.37 mL, 2.62 mmol) in DCM (10 mL). The reaction mixture was st... Reactants: ClC1=C(SC=C1)C1=NC(=NO1)C1=CC=C(C=C1)O (4-[5-(3-chloro-thiophen-2-yl)-[1,2,4]-oxadiazol-3-yl]-phenol), BrCC(=O)OC (methyl bromoacetate), Example 37. The product is COC(COC1=CC=C(C=C1)C1=NOC(=N1)C=1SC=CC1Cl)=O ({4-[5-(3-Chloro-thiophen-2-yl)-[1,2,4]-oxadiazol-3-yl]-phenoxy}-acetic acid methyl ester). Reaction SMILES: [Cl:1][C:2]1[CH:6]=[CH:5][S:4][C:3]=1[C:7]1[O:11][N:10]=[C:9]([C:12]2[CH:17]=[CH:16][C:15]([OH:18])=[CH:14][CH:13]=2)[N:8]=1.Br[CH2:20][C:21]([O:23][CH3:24])=[O:22]>>[CH3:24][O:23][C:21](=[O:22])[CH2:20][O:18][C:15]1[CH:14]=[CH:13][C:12]([C:9]2[N:8]=[C:7]([C:3]3[S:4][CH:5]=[CH:6][C:2]=3[Cl:1])[O:11][N:10]=2)=[CH:17][CH:16]=1. Procedure: The title compound was prepared from 4-[5-(3-chloro-thiophen-2-yl)-[1,2,4]-oxadiazol-3-yl]-phenol and methyl bromoacetate by a procedure similar to that of Example 37 as a white solid, (30.3 mg, 52.0%). 1H NMR (DMSO-d6): 8.18 (d, J=5.1 Hz, 1H), 8.00 (d, J=8.7 Hz, 2H), 7.42 (d, J=5.1 Hz, 1H), 7.15 (d, J=9.0 Hz, 2H), 4.90 (s, 2H), 1.2 (m, 3H).